Dataset: the Open Reaction Database (ORD), a public repository of structured organic reaction records. Task: describe an organic reaction: reactants, conditions, products, and yield The reactants are CC1=C(C=CC=C1)C1CCC(NC(C1)C1=CC=CC=C1)=O (5-(2-methlphenyl)-7-phenyl-2,3,4,5,6,7-hexahydroazepin-2-one), N1=CC=CC=C1 (pyridine), BrBr (bromine), P(Cl)(Cl)(Cl)(Cl)Cl (phosphorus pentachloride). Run in C(Cl)Cl (methylene chloride), C(Cl)Cl (methylene chloride), C(Cl)Cl (methylene chloride). Conditions: temperature 0 celsius, time 1 hour. Yields the product BrC1C(NC(CC(C1)C1=C(C=CC=C1)C)C1=CC=CC=C1)=O (3-Bromo-5-(2-Methylphenyl)-7-phenyl-2,3,4,5,6,7-hexahydroazepin-2-one). The yield is 46.5%. Reaction SMILES: P(Cl)(Cl)(Cl)(Cl)Cl.[CH3:7][C:8]1[CH:13]=[CH:12][CH:11]=[CH:10][C:9]=1[CH:14]1[CH2:20][CH:19]([C:21]2[CH:26]=[CH:25][CH:24]=[CH:23][CH:22]=2)[NH:18][C:17](=[O:27])[CH2:16][CH2:15]1.N1C=CC=CC=1.[Br:34]Br>C(Cl)Cl>[Br:34][CH:16]1[CH2:15][CH:14]([C:9]2[CH:10]=[CH:11][CH:12]=[CH:13][C:8]=2[CH3:7])[CH2:20][CH:19]([C:21]2[CH:22]=[CH:23][CH:24]=[CH:25][CH:26]=2)[NH:18][C:17]1=[O:27]. Procedure details: To a 250 mL round-bottomed flask equipped with addition funnel and nitrogen inlet were added 3.5 grams (16.8 mol) phosphorus pentachloride and 25 mL dry methylene chloride. The mixture was cooled with stirring to 0° C., and a solution of 4.7 grams (16.8 mmol) 5-(2-methlphenyl)-7-phenyl-2,3,4,5,6,7-hexahydroazepin-2-one and 2.7 mL (33.6 mmol) pyridine in 50 mL methylene chloride was added drop wise over 20 minutes. The reaction was stirred 5 minutes at 0° C., then 1.9 mL (37.0 mmol) bromine in 5 ...